Dataset: the Open Reaction Database (ORD), a public repository of structured organic reaction records. Task: describe an organic reaction: reactants, conditions, products, and yield Starting materials: O (water), COC1=CC=C(C2=C1OC1(CSCC1)O2)C(=O)O (7-methoxy-4′,5′-dihydro-spiro[1,3-benzodioxole-2,3′-(2H)-thiophen]-4-carboxylic acid), C(=O)([O-])[O-].[K+].[K+] (K2CO3), S(=O)(=O)(OC)OC (dimethyl sulphate). Run in CC(=O)C (acetone). Run at time 8 hour. Product: COC1=CC=C(C2=C1OC1(CSCC1)O2)C(=O)OC (Methyl 7-methoxy-4′,5′-dihydro-spiro[1,3-benzodioxole-2,3′-(2H)-thiophen]-4-carboxylate). Isolated yield 14.2%. RXN SMILES: [CH3:1][O:2][C:3]1[C:8]2[O:9][C:10]3([O:15][C:7]=2[C:6]([C:16]([OH:18])=[O:17])=[CH:5][CH:4]=1)[CH2:14][CH2:13][S:12][CH2:11]3.[C:19]([O-])([O-])=O.[K+].[K+].S(OC)(OC)(=O)=O.O>CC(C)=O>[CH3:1][O:2][C:3]1[C:8]2[O:9][C:10]3([O:15][C:7]=2[C:6]([C:16]([O:18][CH3:19])=[O:17])=[CH:5][CH:4]=1)[CH2:14][CH2:13][S:12][CH2:11]3 |f:1.2.3|. Reported procedure: A suspension of 7-methoxy-4′,5′-dihydro-spiro[1,3-benzodioxole-2,3′-(2H)-thiophen]-4-carboxylic acid (161 mg, 0.600 mmol), K2CO3 (166 g, 1.20 mmol) and dimethyl sulphate (74 μL, 0.78 mmol) in acetone (1 mL) was kept at 50° C. overnight. At room temperature water (15 mL) was added and the aqueous phase was extracted with ethyl acetate (2×20 mL). The organic phase was dried over MgSO4 and evaporated to dryness under reduced pressure. Standard HPLC purification afforded compound 505 (24 mg, 14%). 1... Reactants: C(C)(=O)C(CCCCCCC(=O)O)CCCC(COC1=CC=C(C=C1)F)O (8-acetyl-12-hydroxy-13-(4-fluorophenoxy)tridecanoic acid), C(C)(=O)OC(C)=O (acetic anhydride). Run in CCOCC (ether). The product is C(C)(=O)C(CCCCCCC(=O)O)CCCC(COC1=CC=C(C=C1)F)OC(C)=O (8-Acetyl-12-acetoxy-13-(4-fluorophenoxy)-tridecanoic Acid). RXN SMILES: [C:1]([CH:4]([CH2:14][CH2:15][CH2:16][CH:17]([OH:27])[CH2:18][O:19][C:20]1[CH:25]=[CH:24][C:23]([F:26])=[CH:22][CH:21]=1)[CH2:5][CH2:6][CH2:7][CH2:8][CH2:9][CH2:10][C:11]([OH:13])=[O:12])(=[O:3])[CH3:2].[C:28](OC(=O)C)(=[O:30])[CH3:29]>CCOCC>[C:1]([CH:4]([CH2:14][CH2:15][CH2:16][CH:17]([O:27][C:28](=[O:30])[CH3:29])[CH2:18][O:19][C:20]1[CH:25]=[CH:24][C:23]([F:26])=[CH:22][CH:21]=1)[CH2:5][CH2:6][CH2:7][CH2:8][CH2:9][CH2:10][C:11]([OH:13])=[O:12])(=[O:3])[CH3:2]. Procedure: A mixture of 8-acetyl-12-hydroxy-13-(4-fluorophenoxy)tridecanoic acid (9.5 g., 0.025 mole) and acetic anhydride (6.1 g., 0.06 mole) is heated at 60° for 18 hours. The mixture is then cooled and dissolved in 80 ml. of ether. The solution is extracted with an ice-cold solution of 8 g. of sodium hydroxide in 150 ml. of water. The basic solution is separated and acidified with concentrated hydrochloric acid. The oily acid that separates is taken up in ether, washed with water and dried over sodium s...